From a dataset of the Open Reaction Database (ORD), a public repository of structured organic reaction records. describe an organic reaction: reactants, conditions, products, and yield Reaction SMILES: [F:1][C:2]1[CH:3]=[C:4]([C:8]2[C:9]([N:17]3[CH2:22][CH2:21][NH:20][CH2:19][CH2:18]3)=[C:10]3[CH:16]=[CH:15][NH:14][C:11]3=[N:12][CH:13]=2)[CH:5]=[CH:6][CH:7]=1.[C:23]([O:27][C:28]([NH:30][C@H:31]([CH2:35][C:36]1[CH:41]=[CH:40][C:39]([Cl:42])=[CH:38][CH:37]=1)[C:32](O)=[O:33])=[O:29])([CH3:26])([CH3:25])[CH3:24].C1C=CC2N(O)N=NC=2C=1.O.CCN=C=NCCCN(C)C.CCN(C(C)C)C(C)C>C(Cl)Cl>[Cl:42][C:39]1[CH:40]=[CH:41][C:36]([CH2:35][C@@H:31]([NH:30][C:28](=[O:29])[O:27][C:23]([CH3:25])([CH3:24])[CH3:26])[C:32]([N:20]2[CH2:19][CH2:18][N:17]([C:9]3[C:8]([C:4]4[CH:5]=[CH:6][CH:7]=[C:2]([F:1])[CH:3]=4)=[CH:13][N:12]=[C:11]4[NH:14][CH:15]=[CH:16][C:10]=34)[CH2:22][CH2:21]2)=[O:33])=[CH:37][CH:38]=1 |f:2.3|. Starting materials: FC=1C=C(C=CC1)C=1C(=C2C(=NC1)NC=C2)N2CCNCC2 (5-(3-Fluorophenyl)-4-(piperazin-1-yl)-1H-pyrrolo[2,3-b]pyri dine), C(C)(C)(C)OC(=O)N[C@@H](C(=O)O)CC1=CC=C(C=C1)Cl ((R)-2-(tert-butoxycarbonylamino)-3-(4-chlorophenyl)propanoic acid), C=1C=CC2=C(C1)N=NN2O.O (HOBT H2O), CCN=C=NCCCN(C)C (EDCI), CCN(C(C)C)C(C)C (DIEA). Procedure details: 5-(3-Fluorophenyl)-4-(piperazin-1-yl)-1H-pyrrolo[2,3-b]pyri dine (0.062 g, 0.168 mmol) and (R)-2-(tert-butoxycarbonylamino)-3-(4-chlorophenyl)propanoic acid (0.0604 g, 0.201 mmol) were placed in DCM (3 mL) at room temperature. HOBT-H2O (0.0360 g, 0.235 mmol), EDCI (0.0418 g, 0.218 mmol), and DIEA (d 0.742; 0.146 mL, 0.840 mmol) were then added. The reaction was stirred at room temperature for 2 hours. The reaction was then quenched with saturated Na2CO3 and extracted with DCM. The organic fracti... Solvent: C(Cl)Cl (DCM). Yields the product ClC1=CC=C(C=C1)C[C@H](C(=O)N1CCN(CC1)C1=C2C(=NC=C1C1=CC(=CC=C1)F)NC=C2)NC(OC(C)(C)C)=O ((R)-tert-butyl 3-(4-chlorophenyl)-1-(4-(5-(3-fluorophenyl)-1H-pyrrolo[2,3-b]pyridin-4-yl)piperazin-1-yl)-1-oxopropan-2-ylcarbamate). Conditions: time 2 hour. Yield: 46.3%. The reactants are CC(C)O, O=[N+]([O-])c1cnc(Cl)c(Cl)c1, [Fe], O. Product: Nc1cnc(Cl)c(Cl)c1. Reaction SMILES: [CH:12]([OH:13])([CH3:14])[CH3:15].[Cl:1][c:2]1[n:3][cH:4][c:5]([N+:9]([O-:10])=[O:11])[cH:6][c:7]1[Cl:8].[Fe:16].[OH2:17]>>[Cl:1][c:2]1[n:3][cH:4][c:5]([NH2:9])[cH:6][c:7]1[Cl:8].